This data is from the Open Reaction Database (ORD), a public repository of structured organic reaction records. The task is: describe an organic reaction: reactants, conditions, products, and yield The reactants are BrC=1C=CC(=C(C1)[C@@]1(CS(C2(CC=CC2)C(N1)=S)(=O)=O)C)F ((R)-8-(5-bromo-2-fluoro-phenyl)-8-methyl-6,6-dioxo-6λ6-thia-9-aza-spiro[4.5]dec-2-en-10-thione), N (ammonia). Conditions: temperature 60 celsius, time 48 hour. The product is BrC=1C=CC(=C(C1)[C@@]1(CS(C2(CC=CC2)C(=N1)N)(=O)=O)C)F ((R)-8-(5-bromo-2-fluoro-phenyl)-8-methyl-6,6-dioxo-6λ6-thia-9-aza-spiro[4.5]deca-2,9-dien-10-ylamine). The yield is 86.7%. RXN SMILES: [Br:1][C:2]1[CH:3]=[CH:4][C:5]([F:22])=[C:6]([C@@:8]2([CH3:21])[NH:17][C:16](=S)[C:11]3([CH2:15][CH:14]=[CH:13][CH2:12]3)[S:10](=[O:20])(=[O:19])[CH2:9]2)[CH:7]=1.[NH3:23]>>[Br:1][C:2]1[CH:3]=[CH:4][C:5]([F:22])=[C:6]([C@@:8]2([CH3:21])[N:17]=[C:16]([NH2:23])[C:11]3([CH2:15][CH:14]=[CH:13][CH2:12]3)[S:10](=[O:20])(=[O:19])[CH2:9]2)[CH:7]=1. Procedure: A mixture of (R)-8-(5-bromo-2-fluoro-phenyl)-8-methyl-6,6-dioxo-6λ6-thia-9-aza-spiro[4.5]dec-2-en-10-thione (300 mg, 742 μmol, Eq: 1.00) and ammonia (7 N in MeOH) (7.87 g, 10 ml, 70.0 mmol, Eq: 94.3) was stirred in a sealed tube for 48 hours at 60° C. Extracted with ethyl acetate and sat. NaHCO3-sol., dried the organic layer over Na2SO4, filtered and evaporated. The residue was chromatographed with ethyl acetate to give (R)-8-(5-bromo-2-fluoro-phenyl)-8-methyl-6,6-dioxo-6λ6-thia-9-aza-spiro[4.5]... Starting materials: FC(C=O)(C(CC)(O[Si](C)(C)C)CC)F (2,2-difluoro-3-ethyl-3-trimethylsilyloxy-pentanal), [BH4-].[Na+] (sodium borohydride). The solvent is C1CCOC1 (THF), C(C)O (ethanol). Yields the product FC(CO)(C(CC)(O[Si](C)(C)C)CC)F (2,2-difluoro-3-ethyl-3-trimethylsilyloxy-pentane-1-ol). Reaction SMILES: [F:1][C:2]([F:15])([C:5]([CH2:13][CH3:14])([O:8][Si:9]([CH3:12])([CH3:11])[CH3:10])[CH2:6][CH3:7])[CH:3]=[O:4].[BH4-].[Na+]>C1COCC1.C(O)C>[F:15][C:2]([F:1])([C:5]([CH2:13][CH3:14])([O:8][Si:9]([CH3:10])([CH3:12])[CH3:11])[CH2:6][CH3:7])[CH2:3][OH:4] |f:1.2|. Reported procedure: A stirred, ice-cooled solution of 2,2-difluoro-3-ethyl-3-trimethylsilyloxy-pentanal (1.45 g, 6.08 mmol) in THF (5 ml) and ethanol (15 ml) was treated with sodium borohydride (2.76 mg, 7.30 mmol). After 30 minutes the reaction mixture was partitioned between ethyl acetate and water, and the organic layer was washed with brine, dried over MgSO4 and concentrated. Flash chromatography (50 g silica gel; 10% EtOac in petroleum ether as eluant) afforded the title compound as a colourless oil, δ 0.15 (s... The reactants are O1C(C1C)OC1=CC=C(C=C1)C1=NC2=CC=C(C=C2C(N1C(C)C)=O)OC (2-[4-(1,2-epoxy-propoxy)-phenyl]-3-isopropyl-6-methoxy-3,4-dihydro-quinazolin-4-one), C(C)(C)(C)N (tert. butylamine). Yields the product OC(COC1=CC=C(C=C1)C1=NC2=CC=C(C=C2C(N1C(C)C)=O)OC)CNC(C)(C)C (2-[4-(2-Hydroxy-3-tert.butylamino-propoxy)-phenyl]-3-isopropyl-6-methoxy-3,4-dihydro-quinazolin-4-one). RXN SMILES: [O:1]1[CH:3]([CH3:4])[CH:2]1[O:5][C:6]1[CH:11]=[CH:10][C:9]([C:12]2[N:21]([CH:22]([CH3:24])[CH3:23])[C:20](=[O:25])[C:19]3[C:14](=[CH:15][CH:16]=[C:17]([O:26][CH3:27])[CH:18]=3)[N:13]=2)=[CH:8][CH:7]=1.[C:28]([NH2:32])([CH3:31])([CH3:30])[CH3:29]>>[OH:1][CH:3]([CH2:4][NH:32][C:28]([CH3:31])([CH3:30])[CH3:29])[CH2:2][O:5][C:6]1[CH:7]=[CH:8][C:9]([C:12]2[N:21]([CH:22]([CH3:23])[CH3:24])[C:20](=[O:25])[C:19]3[C:14](=[CH:15][CH:16]=[C:17]([O:26][CH3:27])[CH:18]=3)[N:13]=2)=[CH:10][CH:11]=1. Reported procedure: This compound was prepared analogous to Example 1 from 2-[4-(1,2-epoxy-propoxy)-phenyl]-3-isopropyl-6-methoxy-3,4-dihydro-quinazolin-4-one and tert. butylamine. Reactants: C(C1=CC=CC=C1)OC1=CC=C(C=C1)C(CBr)=O (4'-benzyloxy-2-bromoacetophenone), C(=S)N (thioformamide), ice water. Solvent: C(C)O (ethanol). Yields the product C(C1=CC=CC=C1)OC1=CC=C(C=C1)C=1N=CSC1 (4-(4-benzyloxyphenyl) thiazole). Isolated yield 27.4%. As a reaction SMILES: [CH2:1]([O:8][C:9]1[CH:14]=[CH:13][C:12]([C:15](=O)[CH2:16]Br)=[CH:11][CH:10]=1)[C:2]1[CH:7]=[CH:6][CH:5]=[CH:4][CH:3]=1.[CH:19]([NH2:21])=[S:20]>C(O)C>[CH2:1]([O:8][C:9]1[CH:14]=[CH:13][C:12]([C:15]2[N:21]=[CH:19][S:20][CH:16]=2)=[CH:11][CH:10]=1)[C:2]1[CH:7]=[CH:6][CH:5]=[CH:4][CH:3]=1. Procedure: A mixture of 4'-benzyloxy-2-bromoacetophenone (3.0 g) and thioformamide (0.63 g) in ethanol (50 ml) was refluxed under heating for 30 minutes. The reaction mixture was poured into ice-water, and the precipitating crystals were collected by filtration, extracted with diethyl ether and purified by column chromatography on silica gel [eluting solvent: methylene chloride-hexane (1:9)] to give 4-(4-benzyloxyphenyl) thiazole (720 mg, 27.7%), which was further purified by recrystallization from diethyl... Starting materials: O=C1CCCC2=C1SC=C2S(=O)(=O)Cl (7-oxo-4,5,6,7-tetrahydrobenzo[b]thiophene-3-sulfonyl chloride), FC1=CC=C(C=C1)[C@@H](CNC)O ((1S)-1-(4-fluorophenyl)-2-(methylamino)ethanol). The product is FC1=CC=C(C=C1)[C@@H](CN(S(=O)(=O)C1=CSC2=C1CCCC2=O)C)O (N-[(2S)-2-(4-Fluorophenyl)-2-hydroxyethyl]-N-methyl-7-oxo-4,5,6,7-tetrahydro-1-benzothiophene-3-sulfonamide). As a reaction SMILES: [O:1]=[C:2]1[C:7]2[S:8][CH:9]=[C:10]([S:11](Cl)(=[O:13])=[O:12])[C:6]=2[CH2:5][CH2:4][CH2:3]1.[F:15][C:16]1[CH:21]=[CH:20][C:19]([C@H:22]([OH:26])[CH2:23][NH:24][CH3:25])=[CH:18][CH:17]=1>>[F:15][C:16]1[CH:17]=[CH:18][C:19]([C@H:22]([OH:26])[CH2:23][N:24]([CH3:25])[S:11]([C:10]2[C:6]3[CH2:5][CH2:4][CH2:3][C:2](=[O:1])[C:7]=3[S:8][CH:9]=2)(=[O:13])=[O:12])=[CH:20][CH:21]=1. Procedure: From 7-oxo-4,5,6,7-tetrahydrobenzo[b]thiophene-3-sulfonyl chloride (the compound of Preparation Example 7) (285 mg) and (1S)-1-(4-fluorophenyl)-2-(methylamino)ethanol (the compound of Preparation Example 38) (230 mg), the title compound (370 mg) was obtained as a light brown solid, in the same way as Preparation Example 41. The NMR data matched the racemic mixture described in Preparation Example 48. The optical purity as measured by high performance liquid chromatography (ChiralPak AD-H, hexane... Starting materials: COc1cccc2sc(C(=O)C3CCC(NCc4ccc5c(n4)NC(=O)CS5)CO3)nc12, Cl, NO, c1ccncc1. Yields the product COc1cccc2sc(C(=NO)C3CCC(NCc4ccc5c(n4)NC(=O)CS5)CO3)nc12. As a reaction SMILES: [CH3:1][O:2][c:3]1[cH:4][cH:5][cH:6][c:7]2[c:8]1[n:9][c:10]([C:12](=[O:13])[CH:14]1[CH2:15][CH2:16][CH:17]([NH:20][CH2:21][c:22]3[cH:23][cH:24][c:25]4[c:30]([n:31]3)[NH:29][C:28](=[O:32])[CH2:27][S:26]4)[CH2:18][O:19]1)[s:11]2.[ClH:33].[NH2:34][OH:35].[cH:36]1[cH:37][cH:38][n:39][cH:40][cH:41]1>>[CH3:1][O:2][c:3]1[cH:4][cH:5][cH:6][c:7]2[c:8]1[n:9][c:10]([C:12]([CH:14]1[CH2:15][CH2:16][CH:17]([NH:20][CH2:21][c:22]3[cH:23][cH:24][c:25]4[c:30]([n:31]3)[NH:29][C:28](=[O:32])[CH2:27][S:26]4)[CH2:18][O:19]1)=[N:34][OH:35])[s:11]2. Reactants: C1(=CC=CC=C1)C1=NN2C(C3=CC=CC=C3CC2)=N1 (2-phenyl-5,6-dihydro-s-triazolo[5,1-a]isoquinoline). Solvent: C(C)(=O)OCC (ethyl acetate). The product is C1(=CC=CC=C1)C1=NN2C(C3=CC=CC=C3C=C2)=N1 (2-Phenyl-s-triazolo[5,1-a]isoquinoline). Yield: 56.0%. Reaction SMILES: [C:1]1([C:7]2[N:19]=[C:10]3[C:11]4[C:16]([CH2:17][CH2:18][N:9]3[N:8]=2)=[CH:15][CH:14]=[CH:13][CH:12]=4)[CH:6]=[CH:5][CH:4]=[CH:3][CH:2]=1>C(OCC)(=O)C>[C:1]1([C:7]2[N:19]=[C:10]3[C:11]4[C:16]([CH:17]=[CH:18][N:9]3[N:8]=2)=[CH:15][CH:14]=[CH:13][CH:12]=4)[CH:2]=[CH:3][CH:4]=[CH:5][CH:6]=1. Reported procedure: Following substantially the same procedures of Example 58, and starting from 2-phenyl-5,6-dihydro-s-triazolo[5,1-a]isoquinoline, the title compound is prepared. Yield 56%, m.p. 157°-8° C (from ethyl acetate). The reactants are C-4. 1,2-Dihydro-6-methyl-5-(2-methyl-4-thiazolyl)2-oxo-3-pyridinecarboxylic acid, CC1=C(C=C(C(N1)=O)C(=O)N)C=1N=C(SC1)C (1,2-dihydro-6-methyl-5-(2-methyl-4-thiazolyl)-2-oxo-3-pyridinecarboxamide), [OH-].[Na+] (sodium hydroxide). Run in O (water). Product: CC1=C(C=C(C(N1)=O)C(=O)O)C=1N=C(SC1)C (1,2-dihydro-6-methyl-5-(2-methyl-4-thiazolyl)-2-oxo-3-pyridinecarboxylic acid). RXN SMILES: [CH3:1][C:2]1[NH:7][C:6](=[O:8])[C:5]([C:9](N)=[O:10])=[CH:4][C:3]=1[C:12]1[N:13]=[C:14]([CH3:17])[S:15][CH:16]=1.[OH-:18].[Na+]>O>[CH3:1][C:2]1[NH:7][C:6](=[O:8])[C:5]([C:9]([OH:18])=[O:10])=[CH:4][C:3]=1[C:12]1[N:13]=[C:14]([CH3:17])[S:15][CH:16]=1 |f:1.2|. Procedure details: C-4. 1,2-Dihydro-6-methyl-5-(2-methyl-4-thiazolyl)2-oxo-3-pyridinecarboxylic acid--A mixture containing 32 g of 1,2-dihydro-6-methyl-5-(2-methyl-4-thiazolyl)-2-oxo-3-pyridinecarboxamide, 50 ml of 35% aqueous sodium hydroxide solution and 300 ml of water was heated on a steam bath for 15 hours and cooled. The reaction mixture was filtered to remove a small quantity of insoluble material and the filtrate was acidified with concentrated hydrochloric acid. The resulting precipitate was collected, wa...